Dataset: the Open Reaction Database (ORD), a public repository of structured organic reaction records. Task: describe an organic reaction: reactants, conditions, products, and yield The reactants are [BH4-], CO, [K+], Nc1cnc2c(c1)CC1(CN3CCC1CC3)O2, [Na+], [Na], [OH-]. Yields the product CNc1cnc2c(c1)CC1(CN3CCC1CC3)O2. As a reaction SMILES: [BH4-:19].[CH3:23][OH:24].[K+:22].[NH2:2][c:3]1[cH:4][c:5]2[c:6]([n:7][cH:8]1)[O:9][C:10]1([CH2:11][N:12]3[CH2:13][CH2:14][CH:15]1[CH2:16][CH2:17]3)[CH2:18]2.[Na+:20].[Na:1].[OH-:21]>>[NH:2]([c:3]1[cH:4][c:5]2[c:6]([n:7][cH:8]1)[O:9][C:10]1([CH2:11][N:12]3[CH2:13][CH2:14][CH:15]1[CH2:16][CH2:17]3)[CH2:18]2)[CH3:23]. The reactants are [H-], CCOP(=O)(Cc1cccc([N+](=O)[O-])c1)OCC, [Na+], CC(C)(C)OC(=O)N1CCC(=O)CC1, C1CCOC1. Yields the product CC(C)(C)OC(=O)N1CCC(=Cc2cccc([N+](=O)[O-])c2)CC1. As a reaction SMILES: [H-:33].[N+:1](=[O:2])([O-:3])[c:4]1[cH:5][c:6]([CH2:7][P:8](=[O:9])([O:10][CH2:11][CH3:12])[O:13][CH2:14][CH3:15])[cH:16][cH:17][cH:18]1.[Na+:34].[O:19]=[C:20]1[CH2:21][CH2:22][N:23]([C:26](=[O:27])[O:28][C:29]([CH3:30])([CH3:31])[CH3:32])[CH2:24][CH2:25]1.[O:35]1[CH2:36][CH2:37][CH2:38][CH2:39]1>>[N+:1](=[O:2])([O-:3])[c:4]1[cH:5][c:6]([CH:7]=[C:20]2[CH2:21][CH2:22][N:23]([C:26](=[O:27])[O:28][C:29]([CH3:30])([CH3:31])[CH3:32])[CH2:24][CH2:25]2)[cH:16][cH:17][cH:18]1. The reactants are CCO, ClCCl, Cl, COc1ccc2ncc(F)c(CCN3CCC(C(C)(C)N)C3)c2n1, O=Cc1ccc2c(n1)NC(=O)CS2. Product: COc1ccc2ncc(F)c(CCN3CCC(C(C)(C)NCc4ccc5c(n4)NC(=O)CS5)C3)c2n1. As a reaction SMILES: [CH3:26][CH2:27][OH:28].[Cl:42][CH2:43][Cl:44].[ClH:1].[F:2][c:3]1[cH:4][n:5][c:6]2[cH:7][cH:8][c:9]([O:24][CH3:25])[n:10][c:11]2[c:12]1[CH2:13][CH2:14][N:15]1[CH2:16][CH:17]([C:20]([CH3:21])([CH3:22])[NH2:23])[CH2:18][CH2:19]1.[O:29]=[C:30]1[NH:31][c:32]2[c:33]([cH:36][cH:37][c:38]([CH:40]=[O:41])[n:39]2)[S:34][CH2:35]1>>[F:2][c:3]1[cH:4][n:5][c:6]2[cH:7][cH:8][c:9]([O:24][CH3:25])[n:10][c:11]2[c:12]1[CH2:13][CH2:14][N:15]1[CH2:16][CH:17]([C:20]([CH3:21])([CH3:22])[NH:23][CH2:40][c:38]2[cH:37][cH:36][c:33]3[c:32]([n:39]2)[NH:31][C:30](=[O:29])[CH2:35][S:34]3)[CH2:18][CH2:19]1. The reactants are FC=1C(=CC2=C(SC=C2)C1OC)C(=O)OC (methyl 6-fluoro-7-methoxybenzo-[b]thiophene-5-carboxylate), [OH-].[Na+] (sodium hydroxide). Solvent: aqueous solution, CO (methanol). Run at time 6 hour. Product: FC=1C(=CC2=C(SC=C2)C1OC)C(=O)O (6-fluoro-7-methoxybenzo[b]thiophene-5-carboxylic acid). Isolated yield 93.6%. Reaction SMILES: [F:1][C:2]1[C:3]([C:13]([O:15]C)=[O:14])=[CH:4][C:5]2[CH:9]=[CH:8][S:7][C:6]=2[C:10]=1[O:11][CH3:12].[OH-].[Na+]>CO>[F:1][C:2]1[C:3]([C:13]([OH:15])=[O:14])=[CH:4][C:5]2[CH:9]=[CH:8][S:7][C:6]=2[C:10]=1[O:11][CH3:12] |f:1.2|. Reported procedure: In 30 mL of 90% aqueous solution of methanol is dissolved 5.90 g of methyl 6-fluoro-7-methoxybenzo-[b]thiophene-5-carboxylate, to which is added 1.18 g of sodium hydroxide. The mixture is stirred at ambient temperature for 6 hours. The reaction mixture is concentrated under reduced pressure, the residue is mixed with water and hexane, and the aqueous layer is separated. The aqueous layer is adjusted to pH 1 with 6 mol/L hydrochloric acid, and the deposited crystal is collected by filtration, was...